From a dataset of the Open Reaction Database (ORD), a public repository of structured organic reaction records. describe an organic reaction: reactants, conditions, products, and yield The reactants are CN1CCOCC1, Cc1ccccc1, Nc1ccc(-c2cn3ccnc3c(N)n2)cc1, O=C=Nc1ccccc1. The product is Nc1nc(-c2ccc(NC(=O)Nc3ccccc3)cc2)cn2ccnc12. RXN SMILES: [CH3:27][N:28]1[CH2:29][CH2:30][O:31][CH2:32][CH2:33]1.[CH3:34][c:35]1[cH:36][cH:37][cH:38][cH:39][cH:40]1.[NH2:1][c:2]1[cH:3][cH:4][c:5](-[c:8]2[n:9][c:10]([NH2:17])[c:11]3[n:12]([cH:13]2)[cH:14][cH:15][n:16]3)[cH:6][cH:7]1.[c:18]1([N:24]=[C:25]=[O:26])[cH:19][cH:20][cH:21][cH:22][cH:23]1>>[NH:1]([c:2]1[cH:3][cH:4][c:5](-[c:8]2[n:9][c:10]([NH2:17])[c:11]3[n:12]([cH:13]2)[cH:14][cH:15][n:16]3)[cH:6][cH:7]1)[C:25]([NH:24][c:18]1[cH:19][cH:20][cH:21][cH:22][cH:23]1)=[O:26]. Reactants: C(C)[S-].[Na+] (sodium ethanethiolate), ice water, [N+](=O)([O-])C=1C=CC(=NC1)Cl (5-nitro-2-chloropyridine). The solvent is C1CCOC1 (THF), O (water). Conditions: time 2 hour. The product is C(C)SC1=NC=C(C=C1)[N+](=O)[O-] (2-ethylsulfanyl-5-nitropyridine). As a reaction SMILES: [CH2:1]([S-:3])[CH3:2].[Na+].[N+:5]([C:8]1[CH:9]=[CH:10][C:11](Cl)=[N:12][CH:13]=1)([O-:7])=[O:6]>C1COCC1.O>[CH2:1]([S:3][C:11]1[CH:10]=[CH:9][C:8]([N+:5]([O-:7])=[O:6])=[CH:13][N:12]=1)[CH3:2] |f:0.1|. Procedure: To a stirred mixture of sodium ethanethiolate (15.9 g; 0.189 mol) in 250 mL of THF and 100 mL of water at 0° C.-5° C. was added 5-nitro-2-chloropyridine (25.0 g; 0.158 mol). After 2 hours, the mixture was poured into 1200 mL of ice water, stirred for 15 minutes, and filtered. The solid was washed with water and dried in vacuo to provide 2-ethylsulfanyl-5-nitropyridine which was used without additional purification (28.1 g; 96%). The reactants are [BH4-], C1CCOC1, CO, CS(=O)(=O)c1ccc(-c2cc3nccc(Oc4ccc([N+](=O)[O-])cc4F)c3s2)cc1, [Na+], Cl[Ni]Cl. The product is CS(=O)(=O)c1ccc(-c2cc3nccc(Oc4ccc(N)cc4F)c3s2)cc1. RXN SMILES: [BH4-:31].[CH2:33]1[O:34][CH2:35][CH2:36][CH2:37]1.[CH3:38][OH:39].[F:1][c:2]1[c:3]([O:4][c:5]2[c:6]3[c:7]([n:8][cH:9][cH:10]2)[cH:11][c:12](-[c:14]2[cH:15][cH:16][c:17]([S:20](=[O:21])(=[O:22])[CH3:23])[cH:18][cH:19]2)[s:13]3)[cH:24][cH:25][c:26]([N+:28]([O-:29])=[O:30])[cH:27]1.[Na+:32].[Ni:40]([Cl:41])[Cl:42]>>[F:1][c:2]1[c:3]([O:4][c:5]2[c:6]3[c:7]([n:8][cH:9][cH:10]2)[cH:11][c:12](-[c:14]2[cH:15][cH:16][c:17]([S:20](=[O:21])(=[O:22])[CH3:23])[cH:18][cH:19]2)[s:13]3)[cH:24][cH:25][c:26]([NH2:28])[cH:27]1. Reaction SMILES: [CH3:18][c:19]1[cH:20][cH:21][cH:22][cH:23][cH:24]1.[H-:16].[Na+:17].[nH:1]1[cH:2][cH:3][c:4]2[cH:5][c:6]([C:10]#[C:11][C:12]([CH3:13])([OH:14])[CH3:15])[cH:7][cH:8][c:9]12>>[nH:1]1[cH:2][cH:3][c:4]2[cH:5][c:6]([C:10]#[CH:11])[cH:7][cH:8][c:9]12. The reactants are Cc1ccccc1, [H-], [Na+], CC(C)(O)C#Cc1ccc2[nH]ccc2c1. The product is C#Cc1ccc2[nH]ccc2c1. Reactants: [I-], [K+], O=N[O-], CCOC(=O)c1sc(N)nc1C(F)(F)F, [Na+], O, O=[N+]([O-])O, O=P(O)(O)O. The product is CCOC(=O)c1sc(I)nc1C(F)(F)F. Reaction SMILES: [I-:30].[K+:29].[N:25]([O-:26])=[O:27].[NH2:1][c:2]1[s:3][c:4]([C:11](=[O:12])[O:13][CH2:14][CH3:15])[c:5]([C:7]([F:8])([F:9])[F:10])[n:6]1.[Na+:28].[OH2:31].[OH:21][N+:22](=[O:23])[O-:24].[P:16](=[O:17])([OH:18])([OH:19])[OH:20]>>[c:2]1([I:30])[s:3][c:4]([C:11](=[O:12])[O:13][CH2:14][CH3:15])[c:5]([C:7]([F:8])([F:9])[F:10])[n:6]1. Reactants: NC=1C=C(C(=O)OC)C=CC1N (Methyl 3,4-diaminobenzoate), Cl.C(C)OC(CC(=N)OCC)=O (ethyl-3-ethoxy-3-iminopropanoate hydrochloride). The solvent is CCO (EtOH). The product is COC(=O)C1=CC2=C(N=C(N2)CC(=O)OCC)C=C1 (ethyl 2-[5-(methoxycarbonyl)-benzimidazol-2-yl]acetate). RXN SMILES: [NH2:1][C:2]1[CH:3]=[C:4]([CH:9]=[CH:10][C:11]=1[NH2:12])[C:5]([O:7][CH3:8])=[O:6].Cl.[CH2:14]([O:16][C:17](=[O:24])[CH2:18][C:19](OCC)=N)[CH3:15]>CCO>[CH3:8][O:7][C:5]([C:4]1[CH:9]=[CH:10][C:11]2[N:12]=[C:19]([CH2:18][C:17]([O:16][CH2:14][CH3:15])=[O:24])[NH:1][C:2]=2[CH:3]=1)=[O:6] |f:1.2|. Procedure: Methyl 3,4-diaminobenzoate (1 equivalent), was stirred with ethyl-3-ethoxy-3-iminopropanoate hydrochloride (2 equivalents) in EtOH at 70° C. overnight. The reaction mixture was cooled to room temperature, and the EtOH was removed under reduced pressure. The residue was taken up in water and extracted with CH2Cl2 (3×). The organic extracts were dried over Na2SO4, and the solvent was removed. The solid was triturated with Et2O to yield the desired ethyl 2-[5-(methoxycarbonyl)-benzimidazol-2-yl]ace... Reactants: C(#N)CC=1N=C(C2=C(N1)CCCS2)O (2-cyanomethyl-7,8-dihydro-4-hydroxy-6H-thiopyrano[3,2-d]pyrimidine), P(=O)(Cl)(Cl)Cl (phosphorus oxychloride). The product is ClC=1C2=C(N=C(N1)CC#N)CCCS2 (4-chloro-2-cyanomethyl-7,8-dihydro-6H-thiopyrano[3,2-d]pyrimidine), product. Reaction SMILES: [C:1]([CH2:3][C:4]1[N:5]=[C:6](O)[C:7]2[S:13][CH2:12][CH2:11][CH2:10][C:8]=2[N:9]=1)#[N:2].P(Cl)(Cl)([Cl:17])=O>>[Cl:17][C:6]1[C:7]2[S:13][CH2:12][CH2:11][CH2:10][C:8]=2[N:9]=[C:4]([CH2:3][C:1]#[N:2])[N:5]=1. Procedure details: The title compound was prepared following substantially the same procedure described in Example 1, Step B using the product from Step A and phosphorus oxychloride. This procedure gave 1.2 g of product as a brown granular solid which was used in the next step.